From a dataset of the Open Reaction Database (ORD), a public repository of structured organic reaction records. describe an organic reaction: reactants, conditions, products, and yield Starting materials: CC(C)C1CC=CCCC=CCC(C)(C)C=N1, Cl, Cl, NNC(N)=O, O. Product: CC(C)C(N)CC=CCCC=CCC(C)(C)C=NNC(N)=O. Reaction SMILES: [CH3:1][C:2]1([CH3:17])[CH:3]=[N:4][CH:5]([CH:14]([CH3:15])[CH3:16])[CH2:6][CH:7]=[CH:8][CH2:9][CH2:10][CH:11]=[CH:12][CH2:13]1.[ClH:18].[ClH:19].[NH2:20][NH:21][C:22](=[O:23])[NH2:24].[OH2:25]>>[CH3:1][C:2]([CH:3]=[N:20][NH:21][C:22](=[O:23])[NH2:24])([CH2:13][CH:12]=[CH:11][CH2:10][CH2:9][CH:8]=[CH:7][CH2:6][CH:5]([NH2:4])[CH:14]([CH3:15])[CH3:16])[CH3:17]. The reactants are C1CCOC1, Cl, COC=Cc1ccc(-c2ccc(C(F)(F)F)cc2)cc1F. The product is O=CCc1ccc(-c2ccc(C(F)(F)F)cc2)cc1F. Reaction SMILES: [CH2:23]1[O:24][CH2:25][CH2:26][CH2:27]1.[ClH:22].[F:1][c:2]1[cH:3][c:4](-[c:12]2[cH:13][cH:14][c:15]([C:18]([F:19])([F:20])[F:21])[cH:16][cH:17]2)[cH:5][cH:6][c:7]1[CH:8]=[CH:9][O:10][CH3:11]>>[F:1][c:2]1[cH:3][c:4](-[c:12]2[cH:13][cH:14][c:15]([C:18]([F:19])([F:20])[F:21])[cH:16][cH:17]2)[cH:5][cH:6][c:7]1[CH2:8][CH:9]=[O:10]. Reactants: C(C)OC(C(CC1=CC=C(C=C1)O)(OC=1C=C(C=CC1)C)C)=O (3-(4-hydroxyphenyl)-2-methyl-2-m-tolyloxy-propionic acid ethyl ester), C1(CCCCC1)C=1OC(=C(N1)CCOS(=O)(=O)C1=CC=C(C=C1)C)C (toluene-4-sulfonic acid 2-(2-cyclohexyl-5-methyloxazol-4-yl)-ethyl ester), C29H36NO5. Yields the product C1(CCCCC1)C=1OC(=C(N1)CCOC1=CC=C(C=C1)CC(C(=O)O)(OC=1C=C(C=CC1)C)C)C (3-{4-[2-(2-Cyclohexyl-5-methyl-oxazol-4-yl)-ethoxy]-phenyl}-2-methyl-2-m-tolyloxy-propionic acid). RXN SMILES: C([O:3][C:4](=[O:23])[C:5]([CH3:22])([O:14][C:15]1[CH:16]=[C:17]([CH3:21])[CH:18]=[CH:19][CH:20]=1)[CH2:6][C:7]1[CH:12]=[CH:11][C:10](O)=[CH:9][CH:8]=1)C.[CH:24]1([C:30]2[O:31][C:32]([CH3:48])=[C:33]([CH2:35][CH2:36][O:37]S(C3C=CC(C)=CC=3)(=O)=O)[N:34]=2)[CH2:29][CH2:28][CH2:27][CH2:26][CH2:25]1>>[CH:24]1([C:30]2[O:31][C:32]([CH3:48])=[C:33]([CH2:35][CH2:36][O:37][C:10]3[CH:9]=[CH:8][C:7]([CH2:6][C:5]([CH3:22])([O:14][C:15]4[CH:16]=[C:17]([CH3:21])[CH:18]=[CH:19][CH:20]=4)[C:4]([OH:23])=[O:3])=[CH:12][CH:11]=3)[N:34]=2)[CH2:25][CH2:26][CH2:27][CH2:28][CH2:29]1. Procedure details: The title compound was prepared from 3-(4-hydroxyphenyl)-2-methyl-2-m-tolyloxy-propionic acid ethyl ester and toluene-4-sulfonic acid 2-(2-cyclohexyl-5-methyloxazol-4-yl)-ethyl ester using the procedure of Example 60. 1H NMR (400 MHz, CDCl3) δ 7.17 (d, 2H, J=8.60 Hz), 7.13 (t, 1H, J=7.82 Hz), 6.85 (d, 1H, J=7.43 Hz), 6.78 (d, 2H, J=8.60 Hz), 6.69-6.68 (m, 2H), 4.16 (t, 2H, J=5.86 Hz), 3.20 (d, 1H, J=14.08 Hz), 3.14 (d, 1H, J=14.08 Hz), 3.09-2.96 (m, 3H), 2.33 (s, 3H), 2.30 (s, 3H), 2.06-2.02 (m,... Starting materials: C(C)(=O)C1=C(N=C(S1)N1C(N(CC1)CC1=CC=C(C=C1)C(=O)N1CCCCC1)=O)C (1-(5-acetyl-4-methylthiazol-2-yl)-3-(4-(piperidine-1-carbonyl)benzyl)imidazolidin-2-one), C(C)(=O)C1=C(N=C(S1)N1C(N(CC1)CC1=CC=C(C=C1)F)=O)C (1-(5-acetyl-4-methylthiazol-2-yl)-3-(4-fluorobenzyl)imidazolidin-2-one), COC(C)(N(C)C)OC (N,N-dimethylacetamide dimethyl acetal), O.NN (hydrazine monohydrate). The product is FC1=CC=C(CN2C(N(CC2)C=2SC(=C(N2)C)C2=NNC(=C2)C)=O)C=C1 (1-(4-fluorobenzyl)-3-(4-methyl-5-(5-methyl-1H-pyrazol-3-yl)thiazol-2-yl)imidazolidin-2-one). Isolated yield 46.0%. RXN SMILES: C([C:4]1SC(N2CCN(CC3C=CC(C(N4CCCCC4)=O)=CC=3)C2=O)=[N:6][C:5]=1C)(=O)C.[C:31]([C:34]1[S:38][C:37]([N:39]2[CH2:43][CH2:42][N:41]([CH2:44][C:45]3[CH:50]=[CH:49][C:48]([F:51])=[CH:47][CH:46]=3)[C:40]2=[O:52])=[N:36][C:35]=1[CH3:53])(=O)[CH3:32].COC(OC)([N:58](C)C)C.O.NN>>[F:51][C:48]1[CH:49]=[CH:50][C:45]([CH2:44][N:41]2[CH2:42][CH2:43][N:39]([C:37]3[S:38][C:34]([C:31]4[CH:32]=[C:5]([CH3:4])[NH:6][N:58]=4)=[C:35]([CH3:53])[N:36]=3)[C:40]2=[O:52])=[CH:46][CH:47]=1 |f:3.4|. Procedure: Following the procedure as described in Example 40, making variations as required to replace 1-(5-acetyl-4-methylthiazol-2-yl)-3-(4-(piperidine-1-carbonyl)benzyl)imidazolidin-2-one with 1-(5-acetyl-4-methylthiazol-2-yl)-3-(4-fluorobenzyl)imidazolidin-2-one to react with N,N-dimethylacetamide dimethyl acetal and further with hydrazine monohydrate, the title compound was obtained as a colorless solid in 46% yield: mp 218-221° C. (ethyl acetate); 1H NMR (300 MHz, CDCl3) δ 7.28-7.23 (m, 2H), 7.05-6.... Reactants: Cc1cc(Cn2nc(C(F)(F)F)cc2C(F)(F)F)ccc1N, CSCC(C)(C)N=C1OC(=O)c2cccc(I)c21, CC#N, O, Cc1ccc(S(=O)(=O)O)cc1. Yields the product CSCC(C)(C)NC(=O)c1c(I)cccc1C(=O)Nc1ccc(Cn2nc(C(F)(F)F)cc2C(F)(F)F)cc1C. Reaction SMILES: [CH3:19][c:20]1[cH:21][c:22]([CH2:23][n:24]2[n:25][c:26]([C:33]([F:34])([F:35])[F:36])[cH:27][c:28]2[C:29]([F:30])([F:31])[F:32])[cH:37][cH:38][c:39]1[NH2:40].[CH3:1][C:2]([CH2:3][S:4][CH3:5])([CH3:6])[N:7]=[C:8]1[O:9][C:10](=[O:18])[c:11]2[cH:12][cH:13][cH:14][c:15]([I:17])[c:16]21.[CH3:53][C:54]#[N:55].[OH2:41].[c:42]1([CH3:43])[cH:44][cH:45][c:46]([S:47]([OH:48])(=[O:49])=[O:50])[cH:51][cH:52]1>>[CH3:1][C:2]([CH2:3][S:4][CH3:5])([CH3:6])[NH:7][C:8](=[O:9])[c:16]1[c:11]([C:10](=[O:18])[NH:40][c:39]2[c:20]([CH3:19])[cH:21][c:22]([CH2:23][n:24]3[n:25][c:26]([C:33]([F:34])([F:35])[F:36])[cH:27][c:28]3[C:29]([F:30])([F:31])[F:32])[cH:37][cH:38]2)[cH:12][cH:13][cH:14][c:15]1[I:17].